From a dataset of the Open Reaction Database (ORD), a public repository of structured organic reaction records. describe an organic reaction: reactants, conditions, products, and yield The reactants are OCCCc1cnoc1-c1ccc(Br)cc1, [C-]#N, C1COCCO1, CC[N+](CC)(CC)CC, N#C[Cu]C#N, O=C(C=Cc1ccccc1)C=Cc1ccccc1, O=C(C=Cc1ccccc1)C=Cc1ccccc1, O=C(C=Cc1ccccc1)C=Cc1ccccc1, O, [Pd], [Pd]. Yields the product N#Cc1ccc(-c2oncc2CCCO)cc1. As a reaction SMILES: [Br:1][c:2]1[cH:3][cH:4][c:5](-[c:8]2[c:9]([CH2:13][CH2:14][CH2:15][OH:16])[cH:10][n:11][o:12]2)[cH:6][cH:7]1.[C-:28]#[N:29].[CH2:22]1[O:23][CH2:24][CH2:25][O:26][CH2:27]1.[CH2:30]([N+:31]([CH2:32][CH3:33])([CH2:34][CH3:35])[CH2:36][CH3:37])[CH3:38].[Cu:17]([C:18]#[N:19])[C:20]#[N:21].[O:41]=[C:42]([CH:43]=[CH:44][c:45]1[cH:46][cH:47][cH:48][cH:49][cH:50]1)[CH:51]=[CH:52][c:53]1[cH:54][cH:55][cH:56][cH:57][cH:58]1.[O:59]=[C:60]([CH:61]=[CH:62][c:63]1[cH:64][cH:65][cH:66][cH:67][cH:68]1)[CH:69]=[CH:70][c:71]1[cH:72][cH:73][cH:74][cH:75][cH:76]1.[O:77]=[C:78]([CH:79]=[CH:80][c:81]1[cH:82][cH:83][cH:84][cH:85][cH:86]1)[CH:87]=[CH:88][c:89]1[cH:90][cH:91][cH:92][cH:93][cH:94]1.[OH2:95].[Pd:39].[Pd:40]>>[c:2]1([C:18]#[N:19])[cH:3][cH:4][c:5](-[c:8]2[c:9]([CH2:13][CH2:14][CH2:15][OH:16])[cH:10][n:11][o:12]2)[cH:6][cH:7]1. The reactants are CC1(C(NC2=CC=CC=C12)=O)C (3,3-dimethylindolin-2-one), 22a, CI (MeI), [NH4+].[Cl-] (NH4Cl), C1COCCOCCOCCOCCOCCO1 (18-crown-6), CC(C)([O-])C.[K+] (Potassium tert-butoxide). Solvent: C1CCOC1 (THF). Reaction conditions: temperature -78 celsius, time 1 hour. Product: C(C)(=O)N1C(C(C2=CC=CC=C12)(C)C)=O (1-acetyl-3,3-dimethylindolin-2-one), CC1(C(NC2=CC=CC=C12)=O)C (3,3-dimethylindolin-2-one). As a reaction SMILES: [CH3:1][C:2]1([CH3:12])[C:10]2[C:5](=[CH:6][CH:7]=[CH:8][CH:9]=2)[NH:4][C:3]1=[O:11].CI.[CH2:15]1OCCOCCOCCOCCOCC[O:17][CH2:16]1.CC(C)([O-])C.[K+].[NH4+].[Cl-]>C1COCC1>[C:16]([N:4]1[C:5]2[C:10](=[CH:9][CH:8]=[CH:7][CH:6]=2)[C:2]([CH3:12])([CH3:1])[C:3]1=[O:11])(=[O:17])[CH3:15].[CH3:1][C:2]1([CH3:12])[C:10]2[C:5](=[CH:6][CH:7]=[CH:8][CH:9]=2)[NH:4][C:3]1=[O:11] |f:3.4,5.6|. Reported procedure: 3,3-dimethylindolin-2-one: To a stirred solution of 22a (3.2 g, 18.29 mmol) in dry THF (100 mL) was added MeI (2.6 mL, 41.75 mmol, 2.3 eq), followed by the addition of 18-crown-6 (0.51 g, 4.57 mmol, 0.25 eq) at −78° C. under nitrogen. Potassium tert-butoxide (5.12 g, 45.73 mmol, 2.5 eq) was added portionwise. The resulting slurry was stirred at −78° C. for 1 h. The mixture was stirred at −78° C. to rt for 3 h. Cooled in an ice bath, sat'd NH4Cl was added. It was extracted with EtOAc, washed with...